This data is from the Open Reaction Database (ORD), a public repository of structured organic reaction records. The task is: describe an organic reaction: reactants, conditions, products, and yield Starting materials: ClC=1C=C(C=NC1NC)OC1=C(C(=O)OC)C=CC(=C1)F (methyl 2-(5-chloro-6-(methylamino)pyridin-3-yloxy)-4-fluorobenzoate), N1CCNCC1 (piperazine). Solvent: CS(=O)C (dimethylsulfoxide), C(C)(=O)OCC (ethyl acetate). The product is ClC=1C=C(C=NC1NC)OC1=C(C(=O)OC)C=CC(=C1)N1CCNCC1 (methyl 2-(5-chloro-6-(methylamino)pyridin-3-yloxy)-4-(piperazin-1-yl)benzoate). As a reaction SMILES: [Cl:1][C:2]1[CH:3]=[C:4]([O:10][C:11]2[CH:20]=[C:19](F)[CH:18]=[CH:17][C:12]=2[C:13]([O:15][CH3:16])=[O:14])[CH:5]=[N:6][C:7]=1[NH:8][CH3:9].[NH:22]1[CH2:27][CH2:26][NH:25][CH2:24][CH2:23]1>CS(C)=O.C(OCC)(=O)C>[Cl:1][C:2]1[CH:3]=[C:4]([O:10][C:11]2[CH:20]=[C:19]([N:22]3[CH2:27][CH2:26][NH:25][CH2:24][CH2:23]3)[CH:18]=[CH:17][C:12]=2[C:13]([O:15][CH3:16])=[O:14])[CH:5]=[N:6][C:7]=1[NH:8][CH3:9]. Reported procedure: A solution of EXAMPLE 377E (0.230 g) and piperazine (0.255 g) in dimethylsulfoxide (3 mL) was heated to 85° C. for 1 hour. The reaction was cooled and diluted with ethyl acetate (75 mL). The organic layer was washed with water (3×50 mL) and brine (50 mL), dried over magnesium sulfate, filtered, and concentrated to give the title compound. Reactants: C(C1=CC=CC=C1)N1C2=C(NCC1=O)N=CC(=C2)I (1-Benzyl-7-iodo-3,4-dihydro-1H-pyrido[2,3-b]pyrazin-2-one), C(N)(=O)C1=CC=C(C=C1)B(O)O (4-carbamoylphenyl boronic acid). Product: C(C1=CC=CC=C1)N1C2=C(NCC1=O)N=CC(=C2)C2=CC=C(C(=O)N)C=C2 (4-(1-Benzyl-2-oxo-1,2,3,4-tetrahydropyrido[2,3-b]pyrazin-7-yl)benzamide). Isolated yield 24.0%. Reaction SMILES: [CH2:1]([N:8]1[C:13](=[O:14])[CH2:12][NH:11][C:10]2[N:15]=[CH:16][C:17](I)=[CH:18][C:9]1=2)[C:2]1[CH:7]=[CH:6][CH:5]=[CH:4][CH:3]=1.[C:20]([C:23]1[CH:28]=[CH:27][C:26](B(O)O)=[CH:25][CH:24]=1)(=[O:22])[NH2:21]>>[CH2:1]([N:8]1[C:13](=[O:14])[CH2:12][NH:11][C:10]2[N:15]=[CH:16][C:17]([C:26]3[CH:27]=[CH:28][C:23]([C:20]([NH2:21])=[O:22])=[CH:24][CH:25]=3)=[CH:18][C:9]1=2)[C:2]1[CH:7]=[CH:6][CH:5]=[CH:4][CH:3]=1. Reported procedure: 1-Benzyl-7-iodo-3,4-dihydro-1H-pyrido[2,3-b]pyrazin-2-one (50 mg) was reacted with 4-carbamoylphenyl boronic acid as in General Procedure 4B to give the title compound as a white solid (24% yield). M.p.>200° C., LCMS: m/z=359.22 (M+H+), 1H-NMR (DMSO-d6, 400 MHz) δ 4.22 (2H, s), 5.28 (2H, s), 7.24 (1H, m), 7.33 (5H, m), 7.41 (1H, s), 7.56 (2H, d, J=8.6 Hz), 7.88 (2H, d, J=8.3 Hz), 7.96 (1H, bs), 8.04 (1H, d, J=1.8 Hz). Starting materials: CS(C)=O, COC(=O)c1ccc2nc(Cl)[nH]c2c1, CC(c1cccc2ccccc12)N(CC1CCNCC1c1cccc(F)c1)C(=O)OC(C)(C)C, O. Yields the product COC(=O)c1ccc2nc(N3CCC(CN(C(=O)OC(C)(C)C)C(C)c4cccc5ccccc45)C(c4cccc(F)c4)C3)[nH]c2c1. Reaction SMILES: [CH3:50][S:51]([CH3:52])=[O:53].[Cl:1][c:2]1[n:3][c:4]2[c:5]([nH:6]1)[cH:7][c:8]([C:11](=[O:12])[O:13][CH3:14])[cH:9][cH:10]2.[F:15][c:16]1[cH:17][c:18]([CH:22]2[CH2:23][NH:24][CH2:25][CH2:26][CH:27]2[CH2:28][N:29]([C:30]([O:31][C:32]([CH3:33])([CH3:34])[CH3:35])=[O:36])[CH:37]([CH3:38])[c:39]2[cH:40][cH:41][cH:42][c:43]3[cH:44][cH:45][cH:46][cH:47][c:48]23)[cH:19][cH:20][cH:21]1.[OH2:49]>>[c:2]1([N:24]2[CH2:23][CH:22]([c:18]3[cH:17][c:16]([F:15])[cH:21][cH:20][cH:19]3)[CH:27]([CH2:28][N:29]([C:30]([O:31][C:32]([CH3:33])([CH3:34])[CH3:35])=[O:36])[CH:37]([CH3:38])[c:39]3[cH:40][cH:41][cH:42][c:43]4[cH:44][cH:45][cH:46][cH:47][c:48]34)[CH2:26][CH2:25]2)[n:3][c:4]2[c:5]([nH:6]1)[cH:7][c:8]([C:11](=[O:12])[O:13][CH3:14])[cH:9][cH:10]2. The product is C(C1=CC=CC=C1)N1CC2C(CCC(C2C1)=O)(C1=CC=CC=C1)C1=CC=CC=C1 ((3aRS,7 aRS)-2-benzyl-7,7-diphenyl-4-perhydroisoindolone). Reactants: C1(=CC=CC=C1)C1(C=CC(CC1)=O)C1=CC=CC=C1 (4,4-diphenyl-2-cyclohexen-1-one), C(CCC)OCN(C[Si](C)(C)C)CC1=CC=CC=C1 (N-butoxymethyl-N-trimethylsilylmethylbenzylamine), C([O-])([O-])=O.[K+].[K+] (potassium carbonate), C(CCC)ON(C[Si](C)(C)C)C(C1=CC=CC=C1)C (N-butoxy-methyl-N-trimethylsilylmethylbenzylamine), C(CCC)OCN([Si](C)(C)C)C(C1=CC=CC=C1)C (N-butoxymethyl-N-trimethylsilyl-methylbenzylamine). As a reaction SMILES: [C:1]1([C:7]2([C:14]3[CH:19]=[CH:18][CH:17]=[CH:16][CH:15]=3)[CH2:12][CH2:11][C:10](=[O:13])[CH:9]=[CH:8]2)[CH:6]=[CH:5][CH:4]=[CH:3][CH:2]=1.C(O[CH2:25][N:26]([CH2:32][C:33]1[CH:38]=[CH:37][CH:36]=[CH:35][CH:34]=1)[CH2:27][Si](C)(C)C)CCC.C(ON(C(C)C1C=CC=CC=1)C[Si](C)(C)C)CCC.C(OCN(C(C)C1C=CC=CC=1)[Si](C)(C)C)CCC.C(=O)([O-])[O-].[K+].[K+]>FC(F)(F)C(O)=O.ClCCl>[CH2:32]([N:26]1[CH2:27][CH:11]2[CH:12]([C:7]([C:14]3[CH:19]=[CH:18][CH:17]=[CH:16][CH:15]=3)([C:1]3[CH:2]=[CH:3][CH:4]=[CH:5][CH:6]=3)[CH2:8][CH2:9][C:10]2=[O:13])[CH2:25]1)[C:33]1[CH:38]=[CH:37][CH:36]=[CH:35][CH:34]=1 |f:4.5.6|. Reagents/catalysts: FC(C(=O)O)(F)F (trifluoroacetic acid), FC(C(=O)O)(F)F (trifluoroacetic acid), FC(C(=O)O)(F)F (trifluoroacetic acid). Conditions: temperature 0 celsius, time 45 minute. The solvent is ClCCl (dichloromethane). Procedure: 5 drops of trifluoroacetic acid are added to a solution of 155 g of 4,4-diphenyl-2-cyclohexen-1-one and 202 cm3 of N-butoxymethyl-N-trimethylsilylmethylbenzylamine in 1000 cm3 of dry dichloromethane and the reaction mixture is refluxed for 45 minutes. 50 cm3 of N-butoxy-methyl-N-trimethylsilylmethylbenzylamine and 3 drops of trifluoroacetic acid are added and the mixture is further stirred for 45 minutes under reflux before again adding 25 cm3 of N-butoxymethyl-N-trimethylsilyl-methylbenzylamine... The reactants are Cl.ClC1=C(C=CC(=C1)Cl)NN (2,4-dichlorophenylhydrazine hydrochloride), ClC1=CC=C(C=C1)C(C(C(C(=O)OCC)=O)SC)=O (ethyl 4-(4-chlorophenyl)-3-(methylthio)-2,4-dioxobutanoate). The solvent is C(C)O (ethanol), C(C)O (ethanol). Reaction conditions: time 2 hour. Yields the product ClC1=CC=C(C=C1)C1=C(C(=NN1C1=C(C=C(C=C1)Cl)Cl)C(=O)OCC)SC (ethyl 5-(4-chlorophenyl)-1-(2,4-dichlorophenyl)-4-(methylthio)-1H-pyrazole-3-carboxylate). Isolated yield 77.4%. RXN SMILES: Cl.[Cl:2][C:3]1[CH:8]=[C:7]([Cl:9])[CH:6]=[CH:5][C:4]=1[NH:10][NH2:11].[Cl:12][C:13]1[CH:18]=[CH:17][C:16]([C:19](=O)[CH:20]([S:28][CH3:29])[C:21](=O)[C:22]([O:24][CH2:25][CH3:26])=[O:23])=[CH:15][CH:14]=1>C(O)C>[Cl:12][C:13]1[CH:18]=[CH:17][C:16]([C:19]2[N:10]([C:4]3[CH:5]=[CH:6][C:7]([Cl:9])=[CH:8][C:3]=3[Cl:2])[N:11]=[C:21]([C:22]([O:24][CH2:25][CH3:26])=[O:23])[C:20]=2[S:28][CH3:29])=[CH:15][CH:14]=1 |f:0.1|. Procedure: To a solution of 15.6 g of 2,4-dichlorophenylhydrazine hydrochloride (5) in mL of ethanol was added 22 g of ethyl 4-(4-chlorophenyl)-3-(methylthio)-2,4-dioxobutanoate (4) in 120 mL of ethanol at room temperature. After 2 hours, the mixture was refluxed for 15 hours and then cooled to the room temperature. The mixture was filtered off and the filtrate was evaporated off under the reduced pressure, and the residue was subjected to silica gel column chromatography (eluent: hexane/EtOAc mixture (80/...